Dataset: the Open Reaction Database (ORD), a public repository of structured organic reaction records. Task: describe an organic reaction: reactants, conditions, products, and yield The reactants are CC=1OC2=C(C=CC=C2C(C1)=O)C=O (2-methyl-4-oxo-4H-chromene-8-carbaldehyde), COC1=C(C=CC=C1)C(CC(C)=O)=O (1-(2-methoxyphenyl)butane-1,3-dione), C(C)(=O)O (acetic acid), N1CCCCC1 (piperidine). Solvent: ClCCl (dichloromethane). The product is COC1=C(C=CC=C1)C(C(C(C)=O)=CC=1C=CC=C2C(C=C(OC12)C)=O)=O (1-(2-Methoxyphenyl)-2-[(2-methyl-4-oxo-4H-chromen-8-yl)methylene]butane-1,3-dione). As a reaction SMILES: [CH3:1][C:2]1[O:3][C:4]2[C:9]([C:10](=[O:12])[CH:11]=1)=[CH:8][CH:7]=[CH:6][C:5]=2[CH:13]=O.[CH3:15][O:16][C:17]1[CH:22]=[CH:21][CH:20]=[CH:19][C:18]=1[C:23](=[O:28])[CH2:24][C:25](=[O:27])[CH3:26].C(O)(=O)C.N1CCCCC1>ClCCl>[CH3:15][O:16][C:17]1[CH:22]=[CH:21][CH:20]=[CH:19][C:18]=1[C:23](=[O:28])[C:24](=[CH:13][C:5]1[CH:6]=[CH:7][CH:8]=[C:9]2[C:4]=1[O:3][C:2]([CH3:1])=[CH:11][C:10]2=[O:12])[C:25](=[O:27])[CH3:26]. Reported procedure: 250 mg (1.32 mmol) of 2-methyl-4-oxo-4H-chromene-8-carbaldehyde are dissolved with 280.9 mg (1.46 mmol) of 1-(2-methoxyphenyl)butane-1,3-dione, 99.7 mg (1.66 mmol) of acetic acid and 11.3 mg (0.13 mmol) of piperidine in 5 ml of dichloromethane and, after addition of molecular sieves, heated under reflux under argon for 4 h. The solvent is removed after filtration in vacuo. 480 mg (99% of theory) of the title compound are obtained and are employed without further purification in the next stage.